From a dataset of the Open Reaction Database (ORD), a public repository of structured organic reaction records. describe an organic reaction: reactants, conditions, products, and yield Reactants: [Li]CCCC, COc1cc(C=CC#N)cc(OC)c1O, CCOC=O, CC(C)NC(C)C, Cl, C1CCOC1. Product: COc1cc(C=C(C#N)C=O)cc(OC)c1O. Reaction SMILES: [CH2:1]([Li:2])[CH2:3][CH2:4][CH3:5].[CH3:13][O:14][c:15]1[cH:16][c:17]([CH:18]=[CH:19][C:20]#[N:21])[cH:22][c:23]([O:26][CH3:27])[c:24]1[OH:25].[CH:28](=[O:29])[O:30][CH2:31][CH3:32].[CH:6]([NH:7][CH:8]([CH3:9])[CH3:10])([CH3:11])[CH3:12].[ClH:33].[O:34]1[CH2:35][CH2:36][CH2:37][CH2:38]1>>[CH3:13][O:14][c:15]1[cH:16][c:17]([CH:18]=[C:19]([C:20]#[N:21])[CH:28]=[O:29])[cH:22][c:23]([O:26][CH3:27])[c:24]1[OH:25]. The reactants are C(=O)([O-])[O-].[K+].[K+] (K2CO3), COC(C[C@@H]1COC2=C1C=CC(=C2)O[C@@H]2CCC1=C(C=CC(=C21)F)O)=O ({(S)-6-[(R)-7-fluoro-4-hydroxy-indan-1-yloxy]-2,3-dihydro-benzofuran-3-yl}-acetic acid methyl ester), ClC1=NC2=CC=CC=C2C=N1 (2-chloro-quinazoline), Intermediate 12. The solvent is C(C)#N (acetonitrile). Yields the product COC(C[C@@H]1COC2=C1C=CC(=C2)O[C@@H]2CCC1=C(C=CC(=C21)F)OC2=NC1=CC=CC=C1C=N2)=O ({(S)-6-[(R)-7-Fluoro-4-(quinazolin-2-yloxy)-indan-1-yloxy]-2,3-dihydro-benzofuran-3-yl}-acetic acid methyl ester). As a reaction SMILES: [CH3:1][O:2][C:3](=[O:26])[CH2:4][C@H:5]1[C:9]2[CH:10]=[CH:11][C:12]([O:14][C@H:15]3[C:23]4[C:18](=[C:19]([OH:25])[CH:20]=[CH:21][C:22]=4[F:24])[CH2:17][CH2:16]3)=[CH:13][C:8]=2[O:7][CH2:6]1.Cl[C:28]1[N:37]=[CH:36][C:35]2[C:30](=[CH:31][CH:32]=[CH:33][CH:34]=2)[N:29]=1.C([O-])([O-])=O.[K+].[K+]>C(#N)C>[CH3:1][O:2][C:3](=[O:26])[CH2:4][C@H:5]1[C:9]2[CH:10]=[CH:11][C:12]([O:14][C@H:15]3[C:23]4[C:18](=[C:19]([O:25][C:28]5[N:37]=[CH:36][C:35]6[C:30](=[CH:31][CH:32]=[CH:33][CH:34]=6)[N:29]=5)[CH:20]=[CH:21][C:22]=4[F:24])[CH2:17][CH2:16]3)=[CH:13][C:8]=2[O:7][CH2:6]1 |f:2.3.4|. Reported procedure: The title compound is prepared from {(S)-6-[(R)-7-fluoro-4-hydroxy-indan-1-yloxy]-2,3-dihydro-benzofuran-3-yl}-acetic acid methyl ester and 2-chloro-quinazoline following a procedure analogous to that described for Intermediate 12; K2CO3 and acetonitrile are used as base and solvent, respectively, at 50° C. LC (method 3): tR=0.53 min; Mass spectrum (ESI+): m/z=487 [M+H]+. The reactants are Cc1oc(-c2ccccc2)nc1CCOc1ccc(CCC(=O)OC(C)(C)C)c(COC(=O)NC2CCCCC2)c1, ClCCl, O=C(O)C(F)(F)F. Product: Cc1oc(-c2ccccc2)nc1CCOc1ccc(CCC(=O)O)c(COC(=O)NC2CCCCC2)c1. Reaction SMILES: [C:1]([CH3:2])([CH3:3])([CH3:4])[O:5][C:6]([CH2:7][CH2:8][c:9]1[c:10]([CH2:30][O:31][C:32]([NH:33][CH:34]2[CH2:35][CH2:36][CH2:37][CH2:38][CH2:39]2)=[O:40])[cH:11][c:12]([O:15][CH2:16][CH2:17][c:18]2[n:19][c:20](-[c:24]3[cH:25][cH:26][cH:27][cH:28][cH:29]3)[o:21][c:22]2[CH3:23])[cH:13][cH:14]1)=[O:41].[Cl:49][CH2:50][Cl:51].[OH:42][C:43]([C:44]([F:45])([F:46])[F:47])=[O:48]>>[O:5]=[C:6]([CH2:7][CH2:8][c:9]1[c:10]([CH2:30][O:31][C:32]([NH:33][CH:34]2[CH2:35][CH2:36][CH2:37][CH2:38][CH2:39]2)=[O:40])[cH:11][c:12]([O:15][CH2:16][CH2:17][c:18]2[n:19][c:20](-[c:24]3[cH:25][cH:26][cH:27][cH:28][cH:29]3)[o:21][c:22]2[CH3:23])[cH:13][cH:14]1)[OH:41]. The reactants are FC(C(=O)O)(F)F.COC(C1=CC(=CC=C1)C(=S)NN)=O (3-hydrazinothiocarbonyl-benzoic acid methyl ester trifluoroacetate), Cl.C(C)OC(CCO)=N (3-hydroxy-propionimidic acid ethyl ester hydrochloride). Run in N1=CC=CC=C1 (pyridine), CCOC(=O)C (AcOEt). Reaction conditions: temperature 100 celsius. Product: COC(C1=CC(=CC=C1)C=1SC(=NN1)CCO)=O (3-[5-(2-hydroxy-ethyl)-[1,3,4]thiadiazol-2-yl]-benzoic acid methyl ester). Yield: 100.9%. RXN SMILES: FC(F)(F)C(O)=O.[CH3:8][O:9][C:10](=[O:21])[C:11]1[CH:16]=[CH:15][CH:14]=[C:13]([C:17]([NH:19][NH2:20])=[S:18])[CH:12]=1.Cl.C([O:25][C:26](=N)[CH2:27][CH2:28]O)C>N1C=CC=CC=1.CCOC(C)=O>[CH3:8][O:9][C:10](=[O:21])[C:11]1[CH:16]=[CH:15][CH:14]=[C:13]([C:17]2[S:18][C:28]([CH2:27][CH2:26][OH:25])=[N:20][N:19]=2)[CH:12]=1 |f:0.1,2.3|. Procedure: A mixture of 3-hydrazinothiocarbonyl-benzoic acid methyl ester trifluoroacetate (0.45 g) and 3-hydroxy-propionimidic acid ethyl ester hydrochloride (0.35 g) in pyridine (5 mL) was heated to 100° C. for 1.5 h. The mixture was diluted with AcOEt and washed with IN HCl and with brine. The organic layer was dried and evaporated and the residual oil was chromatography on silica gel using AcOEt/hexane (1:1) as eluent to give 3-[5-(2-hydroxy-ethyl)-[1,3,4]thiadiazol-2-yl]-benzoic acid methyl ester (0.3... The reactants are COc1ccc2cccc(C(=O)CNC(C)=O)c2c1, CO, Cl, NO, O, c1ccncc1. The product is COc1ccc2cccc(C(CNC(C)=O)=NO)c2c1. RXN SMILES: [CH3:1][O:2][c:3]1[cH:4][cH:5][c:6]2[cH:7][cH:8][cH:9][c:10]([C:13]([CH2:14][NH:15][C:16]([CH3:17])=[O:18])=[O:19])[c:11]2[cH:12]1.[CH3:30][OH:31].[ClH:20].[NH2:21][OH:22].[OH2:29].[cH:23]1[cH:24][cH:25][n:26][cH:27][cH:28]1>>[CH3:1][O:2][c:3]1[cH:4][cH:5][c:6]2[cH:7][cH:8][cH:9][c:10]([C:13]([CH2:14][NH:15][C:16]([CH3:17])=[O:18])=[N:21][OH:22])[c:11]2[cH:12]1. Reactants: O.[OH-].[Li+] (Lithium hydroxide monohydrate), ClC1=CC=C(C=C1)S(=O)(=O)N(C(C#C)CC)C(C(=O)OC)CC (methyl 2-(4-chloro-N-(pent-1-yn-3-yl)phenylsulfonamido)butanoate), O (water). Run in C1CCOC1 (THF). Reaction conditions: time 8 hour. Product: ClC1=CC=C(C=C1)S(=O)(=O)N(C(C#C)CC)C(C(=O)O)CC (2-(4-chloro-N-(pent-1-yn-3-yl)phenylsulfonamido)-butanoic acid). Reaction SMILES: [Cl:1][C:2]1[CH:7]=[CH:6][C:5]([S:8]([N:11]([CH:17]([CH2:22][CH3:23])[C:18]([O:20]C)=[O:19])[CH:12]([CH2:15][CH3:16])[C:13]#[CH:14])(=[O:10])=[O:9])=[CH:4][CH:3]=1.O.[OH-].[Li+].O>C1COCC1>[Cl:1][C:2]1[CH:3]=[CH:4][C:5]([S:8]([N:11]([CH:17]([CH2:22][CH3:23])[C:18]([OH:20])=[O:19])[CH:12]([CH2:15][CH3:16])[C:13]#[CH:14])(=[O:9])=[O:10])=[CH:6][CH:7]=1 |f:1.2.3|. Procedure details: The compound 59 (584 mg, 163 mmol) was dissolved in THF (10 mL). Lithium hydroxide monohydrate (134 mg, 2.0 eq) was added followed by 10 mL of water. The mixture was stirred at room temperature overnight. The solvent was removed and the solution was adjusted to pH 3-4 using 3N HCl, The mixture was then extracted with EtOAc (4×20 mL). The combined organic layers were washed with brine and dried (MgSO4). After removal of the solvent a white solid was obtained as the product 60. LCMS 366.0 (M+23). Reactants: C(#N)C1=CC(=C(NS(=O)(=O)C)C=C1)OC1=C(C=C(C=C1)F)F (4'-cyano-2'-(2,4-difluorophenoxy)methanesulfonanilide), Cl (hydrochloric acid), C(C)(=O)O (acetic acid). Yields the product FC1=C(OC=2C=C(C(=O)O)C=CC2NS(=O)(=O)C)C=CC(=C1)F (3-(2,4-difluorophenoxy)-4-(methanesulfonamido)benzoic acid). Reported procedure: A mixture of 4'-cyano-2'-(2,4-difluorophenoxy)methanesulfonanilide (1.3 g) and concentrated hydrochloric acid (13 ml) in acetic acid (8 ml) was refluxed for 8 hours. The precipitates were filtered, washed with water, dried, and recrystallized from a mixture of ethyl acetate and hexane to give crystals of 3-(2,4-difluorophenoxy)-4-(methanesulfonamido)benzoic acid (0.72 g). Reaction SMILES: C(C1[CH:13]=[CH:12][C:6]([NH:7][S:8]([CH3:11])(=[O:10])=[O:9])=[C:5]([O:14][C:15]2[CH:20]=[CH:19][C:18]([F:21])=[CH:17][C:16]=2[F:22])[CH:4]=1)#N.Cl.[C:24]([OH:27])(=[O:26])[CH3:25]>>[F:22][C:16]1[CH:17]=[C:18]([F:21])[CH:19]=[CH:20][C:15]=1[O:14][C:5]1[CH:4]=[C:25]([CH:13]=[CH:12][C:6]=1[NH:7][S:8]([CH3:11])(=[O:9])=[O:10])[C:24]([OH:27])=[O:26]. Starting materials: N(N)C1=CC=C(C(=O)O)C=C1 (p-Hydrazino benzoic acid), COC1=CC=C(C=C1)[Te](=O)C1=CC=C(C=C1)OC (bis-(p-methoxyphenyl)-telluroxide), C([O-])([O-])=O.[K+].[K+] (potassium carbonate). Run in C(Cl)(Cl)Cl (chloroform). Yields the product COC1=CC=C(C=C1)[Te]C1=CC=C(C=C1)OC (bis-(p-methoxyphenyl)-telluride). Yield: 40.2%. RXN SMILES: N(C1C=CC(C(O)=O)=CC=1)N.[CH3:12][O:13][C:14]1[CH:19]=[CH:18][C:17]([Te:20]([C:22]2[CH:27]=[CH:26][C:25]([O:28][CH3:29])=[CH:24][CH:23]=2)=O)=[CH:16][CH:15]=1.C(=O)([O-])[O-].[K+].[K+]>C(Cl)(Cl)Cl>[CH3:29][O:28][C:25]1[CH:24]=[CH:23][C:22]([Te:20][C:17]2[CH:18]=[CH:19][C:14]([O:13][CH3:12])=[CH:15][CH:16]=2)=[CH:27][CH:26]=1 |f:2.3.4|. Procedure: p-Hydrazino benzoic acid (152 mg, 1 mmol) and bis-(p-methoxyphenyl)-telluroxide (394 mg, 1.10 mmol) were stirred in chloroform (10 ml) at room temperature for 24 h. The reaction mixture was then poured into saturated aqueous potassium carbonate, the phases separated and the aqueous phase extracted with dichloromethane (2×10 ml). The combined organic phases were dried over sodium sulphate and evaporated under reduced pressure. The residue after purification by column chromatography (chloroform) g... Reactants: CCN=C=NCCCN(C)C, CN(C)C=O, O=C(O)CCc1conc1-c1ccc(Cl)cc1, Cl, CCOP(=O)(Cc1ccc(N)cc1)OCC, O, O, On1nnc2ccccc21. Product: CCOP(=O)(Cc1ccc(NC(=O)CCc2conc2-c2ccc(Cl)cc2)cc1)OCC. As a reaction SMILES: [CH2:46]([N:47]=[C:48]=[N:49][CH2:50][CH2:51][CH2:52][N:53]([CH3:54])[CH3:55])[CH3:56].[CH3:58][N:59]([CH3:60])[CH:61]=[O:62].[Cl:17][c:18]1[cH:19][cH:20][c:21](-[c:24]2[n:25][o:26][cH:27][c:28]2[CH2:29][CH2:30][C:31](=[O:32])[OH:33])[cH:22][cH:23]1.[ClH:45].[NH2:1][c:2]1[cH:3][cH:4][c:5]([CH2:6][P:7]([O:8][CH2:9][CH3:10])([O:11][CH2:12][CH3:13])=[O:14])[cH:15][cH:16]1.[OH2:34].[OH2:57].[OH:35][n:36]1[c:37]2[cH:38][cH:39][cH:40][cH:41][c:42]2[n:43][n:44]1>>[NH:1]([c:2]1[cH:3][cH:4][c:5]([CH2:6][P:7]([O:8][CH2:9][CH3:10])([O:11][CH2:12][CH3:13])=[O:14])[cH:15][cH:16]1)[C:31]([CH2:30][CH2:29][c:28]1[c:24](-[c:21]2[cH:20][cH:19][c:18]([Cl:17])[cH:23][cH:22]2)[n:25][o:26][cH:27]1)=[O:32].